This data is from the Open Reaction Database (ORD), a public repository of structured organic reaction records. The task is: describe an organic reaction: reactants, conditions, products, and yield Starting materials: C(C)(C)(C)OC(=O)N[C@@H]1CC[C@H](CC1)C(=O)N1C(CN(CC1)S(=O)(=O)C1=CC2=CC=C(C=C2C=C1)Cl)C(=O)OCC (ethyl 1-(trans-4-tert-butoxycarbonylaminocyclohexane-1-ylcarbonyl)-4-(6-chloronaphthalene-2-sulfonyl)-2-piperazinecarboxylate), [OH-].[Na+] (sodium hydroxide). The solvent is C(C)O (ethanol). Run at time 15 hour. Yields the product C(C)(C)(C)OC(=O)N[C@@H]1CC[C@H](CC1)C(=O)N1C(CN(CC1)S(=O)(=O)C1=CC2=CC=C(C=C2C=C1)Cl)C(=O)O (1-(trans-4-tert-Butoxycarbonylaminocyclohexane-1-ylcarbonyl)-4-(6-chloronaphthalene-2-sulfonyl)-2-piperazinecarboxylic acid). Isolated yield 87.0%. Reaction SMILES: [C:1]([O:5][C:6]([NH:8][C@H:9]1[CH2:14][CH2:13][C@H:12]([C:15]([N:17]2[CH2:22][CH2:21][N:20]([S:23]([C:26]3[CH:35]=[CH:34][C:33]4[C:28](=[CH:29][CH:30]=[C:31]([Cl:36])[CH:32]=4)[CH:27]=3)(=[O:25])=[O:24])[CH2:19][CH:18]2[C:37]([O:39]CC)=[O:38])=[O:16])[CH2:11][CH2:10]1)=[O:7])([CH3:4])([CH3:3])[CH3:2].[OH-].[Na+]>C(O)C>[C:1]([O:5][C:6]([NH:8][C@H:9]1[CH2:10][CH2:11][C@H:12]([C:15]([N:17]2[CH2:22][CH2:21][N:20]([S:23]([C:26]3[CH:35]=[CH:34][C:33]4[C:28](=[CH:29][CH:30]=[C:31]([Cl:36])[CH:32]=4)[CH:27]=3)(=[O:24])=[O:25])[CH2:19][CH:18]2[C:37]([OH:39])=[O:38])=[O:16])[CH2:13][CH2:14]1)=[O:7])([CH3:4])([CH3:2])[CH3:3] |f:1.2|. Procedure: To a solution of ethyl 1-(trans-4-tert-butoxycarbonylaminocyclohexane-1-ylcarbonyl)-4-(6-chloronaphthalene-2-sulfonyl)-2-piperazinecarboxylate (740 mg) in ethanol (15 ml) was added 1 N sodium hydroxide solution (10 ml), and the solution was stirred at room temperature for 15 hours. The reaction solution was concentrated, and the residue was dissolved in water, adjusted to pH 2 with 1 N hydrochloric acid, extracted with dichloromethane. The extract was dried and concentrated to give a colorless s... The reactants are C, O=CNc1cc(CCBr)ccc1OCc1ccccc1, CO, [Pd]. Product: O=CNc1cc(CCBr)ccc1O. Reaction SMILES: [C:23].[CH2:1]([c:2]1[cH:3][cH:4][cH:5][cH:6][cH:7]1)[O:8][c:9]1[c:10]([NH:11][CH:12]=[O:13])[cH:14][c:15]([CH2:18][CH2:19][Br:20])[cH:16][cH:17]1.[CH3:21][OH:22].[Pd:24]>>[OH:8][c:9]1[c:10]([NH:11][CH:12]=[O:13])[cH:14][c:15]([CH2:18][CH2:19][Br:20])[cH:16][cH:17]1. Reactants: [NH4+].[Cl-] (NH4Cl), C(C)(C)(C)[Si](OCCC#N)(C1=CC=CC=C1)C1=CC=CC=C1 (3-(tert-butyl-diphenyl-silanyloxy)-propionitrile), aluminum amide, solution, C[Al](C)C (trimethylaluminum). Solvent: C1=CC=CC=C1 (benzene), C1(=CC=CC=C1)C (toluene). Run at time 2 hour. Product: C(C)(C)(C)[Si](OCCC(=N)N)(C1=CC=CC=C1)C1=CC=CC=C1 (3-(tert-Butyl-diphenyl-silanyloxy)-propionamidine). As a reaction SMILES: [NH4+:1].[Cl-].C[Al](C)C.[C:7]([Si:11]([C:23]1[CH:28]=[CH:27][CH:26]=[CH:25][CH:24]=1)([C:17]1[CH:22]=[CH:21][CH:20]=[CH:19][CH:18]=1)[O:12][CH2:13][CH2:14][C:15]#[N:16])([CH3:10])([CH3:9])[CH3:8]>C1(C)C=CC=CC=1.C1C=CC=CC=1>[C:7]([Si:11]([C:17]1[CH:22]=[CH:21][CH:20]=[CH:19][CH:18]=1)([C:23]1[CH:28]=[CH:27][CH:26]=[CH:25][CH:24]=1)[O:12][CH2:13][CH2:14][C:15]([NH2:1])=[NH:16])([CH3:10])([CH3:8])[CH3:9] |f:0.1|. Procedure: To a suspension of NH4Cl (5.35 g, 0.1 mmol) in 60 mL of dry benzend at 0 C was slowly added 50 mL of 2 M solution of trimethylaluminum in toluene. After the addition was complete, the reaction was warmed to RT and was stirred for 2 h until gas evolution had ceased. A solution of 3-(tert-butyl-diphenyl-silanyloxy)-propionitrile (9.27 g, 0.03 mol) in 20 mL of dry benzene was added to the aluminum amide reagent and the resulting was heated up to 80° C. for 20 h. The reaction was slowly cooled to RT... Starting materials: Cl.ClC1=C(C=CC=C1Cl)N1CCNCC1 (1-(2,3-dichloro-phenyl)-piperazine hydrochloride), COC1=C(C=CC=C1)N1CCN(CC1)CCO (2-[4-(2-methoxy-phenyl)-piperazin-1-yl]ethanol). The product is ClC1=C(C=CC=C1Cl)N1CCN(CC1)CCO (2-[4-(2,3-Dichloro-phenyl)-piperazin-1-yl]ethanol). Yield: 97.0%. As a reaction SMILES: Cl.[Cl:2][C:3]1[C:8]([Cl:9])=[CH:7][CH:6]=[CH:5][C:4]=1[N:10]1[CH2:15][CH2:14][NH:13][CH2:12][CH2:11]1.C[O:17][C:18]1C=CC=C[C:19]=1N1CCN(CCO)CC1>>[Cl:2][C:3]1[C:8]([Cl:9])=[CH:7][CH:6]=[CH:5][C:4]=1[N:10]1[CH2:15][CH2:14][N:13]([CH2:19][CH2:18][OH:17])[CH2:12][CH2:11]1 |f:0.1|. Reported procedure: 2-[4-(2,3-Dichloro-phenyl)-piperazin-1-yl]ethanol (35A) is prepared from 1-(2,3-dichloro-phenyl)-piperazine hydrochloride as described for 28A. Reactants: C=1(N=C(N=C2C=CC3=C(C12)C=CN3)N)N (7H-pyrrolo[3,2-f]quinazoline-1,3-diamine), C(C1=CC=CC=C1)Cl (benzyl chloride), CN(C=O)C (dimethylformamide), CN(C=O)C (dimethylformamide), [H-].[Na+] (sodium hydride). Run in C(C)(=O)O (acetic acid). Conditions: time 1.5 hour. The product is C1(=CC=CC=C1)CN1C=CC=2C3=C(N=C(N=C3C=CC21)N)N (7-(Phenylmethyl)-7H-pyrrolo[3,2-f]quinazoline-1,3-diamine). Reaction SMILES: [C:1]1([NH2:15])[N:2]=[C:3]([NH2:14])[N:4]=[C:5]2[C:10]=1[C:9]1[CH:11]=[CH:12][NH:13][C:8]=1[CH:7]=[CH:6]2.CN(C)C=O.[H-].[Na+].[CH2:23](Cl)[C:24]1[CH:29]=[CH:28][CH:27]=[CH:26][CH:25]=1>C(O)(=O)C>[C:24]1([CH2:23][N:13]2[C:8]3[CH:7]=[CH:6][C:5]4[C:10](=[C:1]([NH2:15])[N:2]=[C:3]([NH2:14])[N:4]=4)[C:9]=3[CH:11]=[CH:12]2)[CH:29]=[CH:28][CH:27]=[CH:26][CH:25]=1 |f:2.3|. Procedure details: A suspension of 13.95 g. 7H-pyrrolo[3,2-f]quinazoline-1,3-diamine in 600 ml. dry dimethylformamide is stirred under nitrogen as 3.70 g. ca. 50% sodium hydride-mineral oil dispersion is added carefully. After stirring for 1.5 hours, a solution of 9.30 g. benzyl chloride (8.5 ml.) in 20 ml. dry dimethylformamide is added during ca. 10 min. Stirring is continued for 5 hours and then 120 ml. gl. acetic acid is added to the reaction mixture. After removal of solvent (in vacuo), the residue is stirred... Starting materials: CCCC[SnH](CCCC)CCCC, C#CC=COC, CC(C)(C#N)N=NC(C)(C)C#N. Product: CCCC[Sn](C=CC=COC)(CCCC)CCCC. RXN SMILES: [CH2:7]([CH2:8][CH2:9][CH3:10])[SnH:11]([CH2:12][CH2:13][CH2:14][CH3:15])[CH2:16][CH2:17][CH2:18][CH3:19].[CH3:1][O:2][CH:3]=[CH:4][C:5]#[CH:6].[N:20]([C:21]([CH3:22])([CH3:23])[C:24]#[N:25])=[N:26][C:27]([CH3:28])([CH3:29])[C:30]#[N:31]>>[CH3:1][O:2][CH:3]=[CH:4][CH:5]=[CH:6][Sn:11]([CH2:7][CH2:8][CH2:9][CH3:10])([CH2:12][CH2:13][CH2:14][CH3:15])[CH2:16][CH2:17][CH2:18][CH3:19]. Reactants: ClCCl, CC(C)(C)N, Fc1ccc(Br)cc1COCCCCBr, [I-], [Na+], C1CCOC1. Yields the product CC(C)(C)NCCCCOCc1cc(Br)ccc1F. Reaction SMILES: [CH2:28]([Cl:29])[Cl:30].[CH3:18][C:19]([CH3:20])([CH3:21])[NH2:22].[F:1][c:2]1[c:3]([CH2:4][O:5][CH2:6][CH2:7][CH2:8][CH2:9][Br:10])[cH:11][c:12]([Br:15])[cH:13][cH:14]1.[I-:17].[Na+:16].[O:23]1[CH2:24][CH2:25][CH2:26][CH2:27]1>>[F:1][c:2]1[c:3]([CH2:4][O:5][CH2:6][CH2:7][CH2:8][CH2:9][NH:22][C:19]([CH3:18])([CH3:20])[CH3:21])[cH:11][c:12]([Br:15])[cH:13][cH:14]1. RXN SMILES: [CH2:18]1[O:19][CH2:20][CH2:21][CH2:22]1.[NH2:16][NH2:17].[OH2:15].[s:1]1[c:2]([C:6]2([C:12](=[O:13])[Cl:14])[CH2:7][CH2:8][O:9][CH2:10][CH2:11]2)[cH:3][cH:4][cH:5]1>>[s:1]1[c:2]([C:6]2([C:12](=[O:13])[NH:16][NH2:17])[CH2:7][CH2:8][O:9][CH2:10][CH2:11]2)[cH:3][cH:4][cH:5]1. The product is NNC(=O)C1(c2cccs2)CCOCC1. Starting materials: C1CCOC1, NN, O, O=C(Cl)C1(c2cccs2)CCOCC1. The reactants are BrC=1C=C(C#N)C=CC1 (3-bromo-benzonitrile), N1CCSCC1 (thiomorpholine), CC(C)(C)[O-].[Na+] (NaOtBu). The reagents and catalysts are C=1C=CC(=CC1)/C=C/C(=O)/C=C/C2=CC=CC=C2.C=1C=CC(=CC1)/C=C/C(=O)/C=C/C2=CC=CC=C2.C=1C=CC(=CC1)/C=C/C(=O)/C=C/C2=CC=CC=C2.[Pd].[Pd] (Pd2(dba)3), C=1C=CC(=CC1)P(C=2C=CC=CC2)C3=CC=C4C=CC=CC4=C3C5=C6C=CC=CC6=CC=C5P(C=7C=CC=CC7)C=8C=CC=CC8 (BINAP). The solvent is C1(=CC=CC=C1)C (toluene). Reaction conditions: temperature 85 celsius. The product is N1(CCSCC1)C=1C=C(C#N)C=CC1 (3-Thiomorpholin-4-yl-benzonitrile). Yield: 81.4%. As a reaction SMILES: Br[C:2]1[CH:3]=[C:4]([CH:7]=[CH:8][CH:9]=1)[C:5]#[N:6].[NH:10]1[CH2:15][CH2:14][S:13][CH2:12][CH2:11]1.CC([O-])(C)C.[Na+]>C1C=CC(/C=C/C(/C=C/C2C=CC=CC=2)=O)=CC=1.C1C=CC(/C=C/C(/C=C/C2C=CC=CC=2)=O)=CC=1.C1C=CC(/C=C/C(/C=C/C2C=CC=CC=2)=O)=CC=1.[Pd].[Pd].C1C=CC(P(C2C(C3C(P(C4C=CC=CC=4)C4C=CC=CC=4)=CC=C4C=3C=CC=C4)=C3C(C=CC=C3)=CC=2)C2C=CC=CC=2)=CC=1.C1(C)C=CC=CC=1>[N:10]1([C:2]2[CH:3]=[C:4]([CH:7]=[CH:8][CH:9]=2)[C:5]#[N:6])[CH2:15][CH2:14][S:13][CH2:12][CH2:11]1 |f:2.3,4.5.6.7.8|. Reported procedure: A 10 dram vial was charged with 3-bromo-benzonitrile (280 mg, 1.54 mmol), thiomorpholine (190 mg, 1.85 mmol), NaOtBu (207 mg, 2.15 mmol), BINAP (14.4 mg, 0.023 mmol), toluene (3 mL), Pd2(dba)3 (7 mg, 0.0077 mmol), and flushed with argon. The reaction mixture was heated to 85° C. for 48 h, and then cooled to RT. The resulting mixture was diluted with Et2O (10 mL), filtered through celite, and washed with Et2O (7 mL) two times. The filtrate was concentrated in vacuo and purified by silica gel chro... The reactants are CCOC(C)=O, O=C1CCC(=O)N1Cl, CC(C)(C#N)N=NC(C)(C)C#N, CN(C)C=O, O, O=C1c2ccccc2C(=O)N1n1cccc1. The product is O=C1c2ccccc2C(=O)N1n1cccc1Cl. As a reaction SMILES: [CH3:43][CH2:44][O:45][C:46](=[O:47])[CH3:48].[Cl:17][N:18]1[C:19](=[O:20])[CH2:21][CH2:22][C:23]1=[O:24].[N:25]([C:26]([CH3:27])([CH3:28])[C:29]#[N:30])=[N:31][C:32]([CH3:33])([CH3:34])[C:35]#[N:36].[O:38]=[CH:39][N:40]([CH3:41])[CH3:42].[OH2:37].[n:1]1([N:6]2[C:7](=[O:16])[c:8]3[cH:9][cH:10][cH:11][cH:12][c:13]3[C:14]2=[O:15])[cH:2][cH:3][cH:4][cH:5]1>>[n:1]1([N:6]2[C:7](=[O:16])[c:8]3[cH:9][cH:10][cH:11][cH:12][c:13]3[C:14]2=[O:15])[c:2]([Cl:17])[cH:3][cH:4][cH:5]1.